Dataset: the Open Reaction Database (ORD), a public repository of structured organic reaction records. Task: describe an organic reaction: reactants, conditions, products, and yield Starting materials: CC(=O)SC1CCCC1C(=O)N1CCCC1C(=O)O, CO, N. Product: O=C(O)C1CCCN1C(=O)C1CCCC1S. Reaction SMILES: [C:2](=[O:3])([CH3:4])[S:5][CH:6]1[CH:7]([C:11](=[O:12])[N:13]2[CH:14]([C:15](=[O:16])[OH:17])[CH2:18][CH2:19][CH2:20]2)[CH2:8][CH2:9][CH2:10]1.[CH3:21][OH:22].[NH3:1]>>[SH:5][CH:6]1[CH:7]([C:11](=[O:12])[N:13]2[CH:14]([C:15](=[O:16])[OH:17])[CH2:18][CH2:19][CH2:20]2)[CH2:8][CH2:9][CH2:10]1. Reactants: Cl (hydrochloric acid), ClC=C([C@]1(CC[C@H]2[C@@H]3CCC4=CC(CC[C@]4(C)C3=CC[C@]12C)=O)O)OC (21-Chloro-17α-hydroxy-20-methoxypregna-4,9(11),20-trien-3-one), C1CCOC1 (THF), CC(=O)C (acetone). Solvent: CO (methanol), CCCCCC (hexane). Product: ClCC([C@]1(CC[C@H]2[C@@H]3CCC4=CC(CC[C@]4(C)C3=CC[C@]12C)=O)O)=O (21-Chloro-17α-hydroxypregna-4,9(11)-diene-3,20-dione). RXN SMILES: [Cl:1][CH:2]=[C:3]([O:25]C)[C@:4]1([OH:24])[C@:21]2([CH3:22])[C@H:7]([C@H:8]3[C:18](=[CH:19][CH2:20]2)[C@:16]2([CH3:17])[C:11](=[CH:12][C:13](=[O:23])[CH2:14][CH2:15]2)[CH2:10][CH2:9]3)[CH2:6][CH2:5]1.C1COCC1.CC(C)=O.Cl>CCCCCC.CO>[Cl:1][CH2:2][C:3](=[O:25])[C@:4]1([OH:24])[C@:21]2([CH3:22])[C@H:7]([C@H:8]3[C:18](=[CH:19][CH2:20]2)[C@:16]2([CH3:17])[C:11](=[CH:12][C:13](=[O:23])[CH2:14][CH2:15]2)[CH2:10][CH2:9]3)[CH2:6][CH2:5]1. Reported procedure: 21-Chloro-17α-hydroxy-20-methoxypregna-4,9(11),20-trien-3-one (VII, Example 4, 1.0 g), THF (4 ml), acetone (4.9 ml), and methanol (1.4 ml) are mixed. Aqueous hydrochloric acid (6 N, 0.44 ml) is added and the resulting slurry heated at 40° for 1.5 hours. The mixture is cooled to 20°-25° and diluted with hexane (3 ml). The solids are isolated by filtration and washed with hexane/ethyl acetate (85/15, 13 ml) to give the title compound.